Dataset: the Open Reaction Database (ORD), a public repository of structured organic reaction records. Task: describe an organic reaction: reactants, conditions, products, and yield The reactants are COC(CCCBr)=O (4-bromo-butyric acid methyl ester), C([O-])([O-])=O.[K+].[K+] (potassium carbonate), C(C)(C)(C)OC(=O)N1CCC(CC1)NC(C1=CC(=CC(=C1)OC)O)=O (4-(3-hydroxy-5-methoxy-benzoylamino)-piperidine-1-carboxylic acid tert-butyl ester), OC=1C=C(C(=O)O)C=C(C1)OC (3-hydroxy-5-methoxy-benzoic acid), C(C)(C)(C)OC(=O)N1CCC(CC1)N (4-amino-piperidine-carboxylic acid tert-butyl ester), Cl.CN(CCCN=C=NCC)C (N-(3-dimethylaminopropyl)-N′-ethyl-carbodiimide hydrochloride). The reagents and catalysts are CN(C)C1=CC=NC=C1 (N,N-dimethyl-4-aminopyridine). The solvent is CC#N (MeCN), ClCCl.O1CCCC1 (dichloromethane tetrahydrofuran). Conditions: temperature 95 celsius, time 22 hour. Yields the product C(C)(C)(C)OC(=O)N1CCC(CC1)NC(C1=CC(=CC(=C1)OCCCC(=O)OC)OC)=O (4-[3-Methoxy-5-(3-methoxycarbonyl-propoxy)-benzoylamino]-piperidine-1-carboxylic acid tert-butyl ester). Isolated yield 92.2%. As a reaction SMILES: [C:1]([O:5][C:6]([N:8]1[CH2:13][CH2:12][CH:11]([NH:14][C:15](=[O:25])[C:16]2[CH:21]=[C:20]([O:22][CH3:23])[CH:19]=[C:18]([OH:24])[CH:17]=2)[CH2:10][CH2:9]1)=[O:7])([CH3:4])([CH3:3])[CH3:2].OC1C=C(C=C(OC)C=1)C(O)=O.C(OC(N1CCC(N)CC1)=O)(C)(C)C.Cl.CN(C)CCCN=C=NCC.C(=O)([O-])[O-].[K+].[K+].[CH3:70][O:71][C:72](=[O:77])[CH2:73][CH2:74][CH2:75]Br>CN(C1C=CN=CC=1)C.ClCCl.O1CCCC1.CC#N>[C:1]([O:5][C:6]([N:8]1[CH2:9][CH2:10][CH:11]([NH:14][C:15](=[O:25])[C:16]2[CH:17]=[C:18]([O:24][CH2:75][CH2:74][CH2:73][C:72]([O:71][CH3:70])=[O:77])[CH:19]=[C:20]([O:22][CH3:23])[CH:21]=2)[CH2:12][CH2:13]1)=[O:7])([CH3:4])([CH3:2])[CH3:3] |f:3.4,5.6.7,10.11|. Reported procedure: 1.60 g (4.6 mmol) of 4-(3-hydroxy-5-methoxy-benzoylamino)-piperidine-1-carboxylic acid tert-butyl ester [prepared from 3-hydroxy-5-methoxy-benzoic acid by reaction with 4-amino-piperidine-carboxylic acid tert-butyl ester, N-(3-dimethylaminopropyl)-N′-ethyl-carbodiimide hydrochloride and N,N-dimethyl-4-aminopyridine in dichloromethane/tetrahydrofuran between 0° C. and rt in analogy to example 60d)] was dissolved in 65 mL of MeCN at rt; 1.29 g (9.4 mmol) of anhydrous potassium carbonate was added ... Starting materials: Cl (hydrochloric acid), C(C)C1=C(C=C(C=C1)O)C1C(C(OC(C1=O)(C)C)(C)C)=O (4-(2-ethyl-5-hydroxyphenyl)-2,2,6,6-tetramethylpyran-3,5-dione), FC1=NC(=CC=C1)C(F)(F)F (2-fluoro-6-trifluoromethylpyridine), C([O-])([O-])=O.[K+].[K+] (potassium carbonate). The solvent is CN(C=O)C (N,N-dimethylformamide), ClCCl (dichloromethane). Run at temperature 140 celsius. Product: C(C)C1=C(C=C(C=C1)OC1=NC(=CC=C1)C(F)(F)F)C1C(C(OC(C1=O)(C)C)(C)C)=O (4-[2-ethyl-5-(6-trifluoromethylpyridin-2-yloxy)phenyl]-2,2,6,6-tetramethylpyran-3,5-dione). Reaction SMILES: [CH2:1]([C:3]1[CH:8]=[CH:7][C:6]([OH:9])=[CH:5][C:4]=1[CH:10]1[C:15](=[O:16])[C:14]([CH3:18])([CH3:17])[O:13][C:12]([CH3:20])([CH3:19])[C:11]1=[O:21])[CH3:2].F[C:23]1[CH:28]=[CH:27][CH:26]=[C:25]([C:29]([F:32])([F:31])[F:30])[N:24]=1.C(=O)([O-])[O-].[K+].[K+].Cl>CN(C)C=O.ClCCl>[CH2:1]([C:3]1[CH:8]=[CH:7][C:6]([O:9][C:23]2[CH:28]=[CH:27][CH:26]=[C:25]([C:29]([F:32])([F:31])[F:30])[N:24]=2)=[CH:5][C:4]=1[CH:10]1[C:15](=[O:16])[C:14]([CH3:18])([CH3:17])[O:13][C:12]([CH3:20])([CH3:19])[C:11]1=[O:21])[CH3:2] |f:2.3.4|. Procedure: A mixture of 4-(2-ethyl-5-hydroxyphenyl)-2,2,6,6-tetramethylpyran-3,5-dione (100 mg, 0.34 mmol), 2-fluoro-6-trifluoromethylpyridine (68 mg, 0.41 mmol), and potassium carbonate (110 mg, 0.69 mmol) in N,N-dimethylformamide (3 ml) is heated to 140° C. under microwave irradiation for 40 minutes. The mixture is cooled to room temperature, poured into 2M aqueous hydrochloric acid, diluted with dichloromethane and filtered through a phase separation cartridge. The organic phase is collected. The solven...